Task: describe an organic reaction: reactants, conditions, products, and yield. Dataset: the Open Reaction Database (ORD), a public repository of structured organic reaction records Starting materials: S(=O)(=O)(OC)OC (dimethyl sulfate), ClC1=CC=C(C=C1)C1=NN(C(=C1)C)C1C(CCC1=O)=O (2-[3-(4-chloro-phenyl)-5-methyl-pyrazol-1-yl]-cyclopentane-1,3-dione), C([O-])([O-])=O.[K+].[K+] (potassium carbonate). Run in CC(=O)C (acetone). Reaction conditions: temperature 60 celsius. Yields the product ClC1=CC=C(C=C1)C1=NN(C(=C1)C)C=1C(CCC1OC)=O (2-[3-(4-chloro-phenyl)-5-methyl-pyrazol-1-yl]-3-methoxy-cyclopent-2-enone). Yield: 64.3%. RXN SMILES: S(OC)(O[CH3:5])(=O)=O.[Cl:8][C:9]1[CH:14]=[CH:13][C:12]([C:15]2[CH:19]=[C:18]([CH3:20])[N:17]([CH:21]3[C:25](=[O:26])[CH2:24][CH2:23][C:22]3=[O:27])[N:16]=2)=[CH:11][CH:10]=1.C(=O)([O-])[O-].[K+].[K+]>CC(C)=O>[Cl:8][C:9]1[CH:14]=[CH:13][C:12]([C:15]2[CH:19]=[C:18]([CH3:20])[N:17]([C:21]3[C:22](=[O:27])[CH2:23][CH2:24][C:25]=3[O:26][CH3:5])[N:16]=2)=[CH:11][CH:10]=1 |f:2.3.4|. Procedure: Neat dimethyl sulfate (0.12 ml, 1.3 mmol) was added at room temperature to a vigorously stirred suspension of 2-[3-(4-chloro-phenyl)-5-methyl-pyrazol-1-yl]-cyclopentane-1,3-dione (374 mg, 1.3 mmol) and potassium carbonate (180 mg, 1.3 mmol) in acetone (10 ml). The mixture was then heated to 60° C. for 3 h with continued stirring, then cooled and the solvent removed in vacuo. The residue was partitioned between ethyl acetate (30 ml) and 1M sodium hydroxide solution (20 ml), the layers were separa... Reaction conditions: temperature 75 celsius. Starting materials: [OH-].[Na+] (sodium hydroxide), C(C)OC(=O)C=1C=CC2=C(CC(O2)(C)C)C1 (2,2-dimethyl-2,3-dihydrobenzofuran-5-carboxylic acid ethyl ester). Yields the product CC1(OC2=C(C1)C=C(C=C2)C(=O)O)C (2,2-dimethyl-2,3-dihydrobenzofuran-5-carboxylic acid). As a reaction SMILES: [OH-].[Na+].C([O:5][C:6]([C:8]1[CH:9]=[CH:10][C:11]2[O:15][C:14]([CH3:17])([CH3:16])[CH2:13][C:12]=2[CH:18]=1)=[O:7])C>>[CH3:16][C:14]1([CH3:17])[CH2:13][C:12]2[CH:18]=[C:8]([C:6]([OH:7])=[O:5])[CH:9]=[CH:10][C:11]=2[O:15]1 |f:0.1|. Reported procedure: An aqueous solution (10 mL) of sodium hydroxide (0.78 g, 0.0195 mol) is added to an ethanolic solution (30 mL) of 2,2-dimethyl-2,3-dihydrobenzofuran-5-carboxylic acid ethyl ester (3.9 g, 0.018 mol). The reaction mixture is heated at 75° C. for four and an half hours. Ethanol is removed under reduced pressure. Demineralized water is added to the residue and pH is brought to ˜3 with 1 N HCl. Solid thus obtained is filtered, washed with demineralized water and dried under reduced pressure to give 2... Reactants: C(CCCCCCC)C1=CC=C(N)C=C1 (4-Octylaniline), C1COCCOCCOCCOCCOCCO1 (18-crown-6), C(=O)([O-])[O-].[K+].[K+] (K2CO3), ClC1=CC=C(C=C1)I (1-chloro-4-iodobenzene). Reagents/catalysts: [Cu] (copper). The solvent is ClCCl (dichloromethane), ClC1=C(C=CC=C1)Cl (1,2-dichlorobenzene). Product: ClC1=CC=C(C=C1)N(C1=CC=C(C=C1)CCCCCCCC)C1=CC=C(C=C1)Cl (bis(4-chlorophenyl)(4-octylphenyl)amine). As a reaction SMILES: [CH2:1]([C:9]1[CH:15]=[CH:14][C:12]([NH2:13])=[CH:11][CH:10]=1)[CH2:2][CH2:3][CH2:4][CH2:5][CH2:6][CH2:7][CH3:8].C1O[CH2:32][CH2:31]OCCOCCOCCOCCOC1.C([O-])([O-])=O.[K+].[K+].[Cl:40][C:41]1[CH:46]=[CH:45][C:44](I)=[CH:43][CH:42]=1>ClCCl.[Cu].ClC1C=CC=CC=1Cl>[Cl:40][C:41]1[CH:46]=[CH:45][C:44]([N:13]([C:32]2[CH:31]=[CH:46][C:41]([Cl:40])=[CH:42][CH:43]=2)[C:12]2[CH:11]=[CH:10][C:9]([CH2:1][CH2:2][CH2:3][CH2:4][CH2:5][CH2:6][CH2:7][CH3:8])=[CH:15][CH:14]=2)=[CH:43][CH:42]=1 |f:2.3.4|. Reported procedure: 4-Octylaniline (5.00 g, 244.4 mmol), 18-crown-6 (1.29 g, 4.9 mmol), K2CO3 (27.64 g, 194.8 mmol), 1-chloro-4-iodobenzene (14.51 g, 60.9 mmol, copper (6.19 g, 97.4 mmol), and 1,2-dichlorobenzene (100 mL) were added in a 250 mL flask with a condenser connected to a Dean Stark apparatus. The mixture was heated to reflux for 24 hours under argon. The reaction mixture was then cooled to room temperature, diluted with dichloromethane, and filtered. After removal of solvent by distillation, the product ... Reactants: Cl.COC(C1=C(C=C(C=C1)CN1CCOCC1)O)=O (2-hydroxy-4-morpholin-4-ylmethyl-benzoic acid methyl ester hydrochloride), [OH-].[NH4+] (ammonium hydroxide), Cl (HCl). Run in CO (MeOH). Conditions: temperature 60 celsius, time 2 hour. The product is Cl.OC1=C(C(=O)O)C=CC(=C1)CN1CCOCC1 (2-Hydroxy-4-morpholin-4-ylmethyl benzoic acid hydrochloride). As a reaction SMILES: [ClH:1].C[O:3][C:4](=[O:19])[C:5]1[CH:10]=[CH:9][C:8]([CH2:11][N:12]2[CH2:17][CH2:16][O:15][CH2:14][CH2:13]2)=[CH:7][C:6]=1[OH:18].[OH-].[NH4+].Cl>CO>[ClH:1].[OH:18][C:6]1[CH:7]=[C:8]([CH2:11][N:12]2[CH2:13][CH2:14][O:15][CH2:16][CH2:17]2)[CH:9]=[CH:10][C:5]=1[C:4]([OH:19])=[O:3] |f:0.1,2.3,6.7|. Reported procedure: A solution of 2-hydroxy-4-morpholin-4-ylmethyl-benzoic acid methyl ester hydrochloride (75 mg, 0.26 mmol) in MeOH (0.5 mL) was treated with ammonium hydroxide (1 mL) and stirred in a sealed vial for 2 h at 60° C. After cooling, the reaction mixture was concentrated under a stream of nitrogen to approximately ¼ the original volume and was treated with 1 M HCl (0.25 mL, 0.25 mmol). The solid that formed was collected by filtration and recrystallized from water to yield the white crystalline produc... Starting materials: FC1=CC=C(C=C1)CC1=CN=C2C(=C(C(N(C2=C1)CCN1C(CCCC1)=O)=O)C(=O)OCC)O (ethyl 7-[(4-fluorophenyl)methyl]-4-hydroxy-2-oxo-1-[2-(2-oxo-1-piperidinyl)ethyl]-1,2-dihydro-1,5-naphthyridine-3-carboxylate), NC(CO)CO (2-amino-1,3-propanediol). The product is FC1=CC=C(C=C1)CC1=CN=C2C(=C(C(N(C2=C1)CCN1C(CCCC1)=O)=O)C(=O)NC(CO)CO)O (7-[(4-Fluorophenyl)methyl]-4-hydroxy-N-[2-hydroxy-1-(hydroxymethyl)ethyl]-2-oxo-1-[2-(2-oxo-1-piperidinyl)ethyl]-1,2-dihydro-1,5-naphthyridine-3-carboxamide). Reaction SMILES: [F:1][C:2]1[CH:7]=[CH:6][C:5]([CH2:8][C:9]2[CH:18]=[C:17]3[C:12]([C:13]([OH:34])=[C:14]([C:29](OCC)=[O:30])[C:15](=[O:28])[N:16]3[CH2:19][CH2:20][N:21]3[CH2:26][CH2:25][CH2:24][CH2:23][C:22]3=[O:27])=[N:11][CH:10]=2)=[CH:4][CH:3]=1.[NH2:35][CH:36]([CH2:39][OH:40])[CH2:37][OH:38]>>[F:1][C:2]1[CH:7]=[CH:6][C:5]([CH2:8][C:9]2[CH:18]=[C:17]3[C:12]([C:13]([OH:34])=[C:14]([C:29]([NH:35][CH:36]([CH2:39][OH:40])[CH2:37][OH:38])=[O:30])[C:15](=[O:28])[N:16]3[CH2:19][CH2:20][N:21]3[CH2:26][CH2:25][CH2:24][CH2:23][C:22]3=[O:27])=[N:11][CH:10]=2)=[CH:4][CH:3]=1. Reported procedure: This compound was prepared from ethyl 7-[(4-fluorophenyl)methyl]-4-hydroxy-2-oxo-1-[2-(2-oxo-1-piperidinyl)ethyl]-1,2-dihydro-1,5-naphthyridine-3-carboxylate and 2-amino-1,3-propanediol using methods similar to Example 563 to provide a white solid: ES+ MS: 513 (M+H+). Reactants: ClC1=CC=C(C(=C1)CO)CCO (2-(4-Chloro-6-hydroxymethylphenyl)ethanol). Solvent: P(O)(O)(O)=O (orthophosphoric acid), O (water). Product: ClC1=CC=C2CCOCC2=C1 (7-chloroisochroman). Reaction SMILES: [Cl:1][C:2]1[CH:7]=[C:6]([CH2:8]O)[C:5]([CH2:10][CH2:11][OH:12])=[CH:4][CH:3]=1>P(=O)(O)(O)O.O>[Cl:1][C:2]1[CH:7]=[C:6]2[C:5]([CH2:10][CH2:11][O:12][CH2:8]2)=[CH:4][CH:3]=1. Reported procedure: 2-(4-Chloro-6-hydroxymethylphenyl)ethanol (45 g) was dissolved in orthophosphoric acid (200 ml) and the solution was heated at 100° for 2 hr. The cooled reaction mixture was diluted with water (1 liter), extracted with ether (4×200 ml) and the combined ether extract was washed with sodium hydrogen carbonate solution (10% w/v 2×200 ml) and water (200 ml) and then dried (magnesium sulphate) and decolourised with activated carbon and evaporated in vacuo to afford 7-chloroisochroman as an oil, (30 g...